Dataset: the Open Reaction Database (ORD), a public repository of structured organic reaction records. Task: describe an organic reaction: reactants, conditions, products, and yield The reactants are CCNCC, COc1ccc(COC(=O)C(Cc2ccccc2)NC(=O)OCC2c3ccccc3-c3ccccc32)c(OC)c1, ClCCl. Yields the product COc1ccc(COC(=O)C(N)Cc2ccccc2)c(OC)c1. As a reaction SMILES: [CH2:41]([NH:42][CH2:43][CH3:44])[CH3:45].[CH3:1][O:2][c:3]1[c:4]([CH2:5][O:6][C:7]([CH:8]([NH:9][C:10]([O:11][CH2:12][CH:13]2[c:14]3[c:15]([cH:16][cH:17][cH:18][cH:19]3)-[c:20]3[c:21]2[cH:22][cH:23][cH:24][cH:25]3)=[O:26])[CH2:27][c:28]2[cH:29][cH:30][cH:31][cH:32][cH:33]2)=[O:34])[cH:35][cH:36][c:37]([O:39][CH3:40])[cH:38]1.[Cl:46][CH2:47][Cl:48]>>[CH3:1][O:2][c:3]1[c:4]([CH2:5][O:6][C:7]([CH:8]([NH2:9])[CH2:27][c:28]2[cH:29][cH:30][cH:31][cH:32][cH:33]2)=[O:34])[cH:35][cH:36][c:37]([O:39][CH3:40])[cH:38]1. Reactants: C=O, COC(C)=O, CC(=O)O, I, C1COOOC1. The product is CC(=O)OCOC(C)=O. Reaction SMILES: [C:17]=[O:18].[C:1]([CH3:2])(=[O:3])[O:4][CH3:5].[CH3:12][C:13]([OH:14])=[O:15].[IH:16].[O:6]1[CH2:7][CH2:8][CH2:9][O:10][O:11]1>>[C:1]([CH3:2])(=[O:3])[O:4][CH2:5][O:15][C:13]([CH3:12])=[O:14].